Dataset: the Open Reaction Database (ORD), a public repository of structured organic reaction records. Task: describe an organic reaction: reactants, conditions, products, and yield The reactants are C(CCC)N1C(C(=C(C=C1)O)C#N)=O (1-Butyl-4-hydroxy-2-oxo-1,2-dihydro-pyridine-3-carbonitrile), P(=O)(Br)(Br)Br (phosphoric tribromide). The solvent is CN(C)C=O (DMF). Conditions: temperature 110 celsius. The product is BrC1=C(C(N(C=C1)CCCC)=O)C#N (4-Bromo-1-butyl-2-oxo-1,2-dihydro-pyridine-3-carbonitrile). Yield: 70.9%. RXN SMILES: [CH2:1]([N:5]1[CH:10]=[CH:9][C:8](O)=[C:7]([C:12]#[N:13])[C:6]1=[O:14])[CH2:2][CH2:3][CH3:4].P(Br)(Br)([Br:17])=O>CN(C=O)C>[Br:17][C:8]1[CH:9]=[CH:10][N:5]([CH2:1][CH2:2][CH2:3][CH3:4])[C:6](=[O:14])[C:7]=1[C:12]#[N:13]. Procedure: To a solution of intermediate 4 (39 g, 203 mmol) in DMF (600 ml) was added phosphoric tribromide (116 g, 406 mmol) and the mixture was heated at 110° C. for 1.5 hours. After cooling in an ice bath the solution was partitioned between water and EtOAc. After three extractions with EtOAc the combined organic fractions were washed with brine, dried over Na2SO4 and the solvent evaporated in vacuo. The crude product was purified by column chromatography (silica gel; DCM as eluent). The desired fractio... Reactants: C(=C)N1C=NC=C1 (1-vinylimidazole), C(CCCCCCCCCCCCCCCCC)Br (n-octadecyl bromide), CO (methanol). Run in C(C)OCC (diethyl ether). Reaction conditions: temperature 60 celsius, time 15 hour. The product is [Br-].C(=C)[N+]1=CN(C=C1)CCCCCCCCCCCCCCCCCC (1-vinyl-3-octadecyl imidazolium bromide). Reaction SMILES: [CH:1]([N:3]1[CH:7]=[CH:6][N:5]=[CH:4]1)=[CH2:2].[CH2:8]([Br:26])[CH2:9][CH2:10][CH2:11][CH2:12][CH2:13][CH2:14][CH2:15][CH2:16][CH2:17][CH2:18][CH2:19][CH2:20][CH2:21][CH2:22][CH2:23][CH2:24][CH3:25].CO>C(OCC)C>[Br-:26].[CH:1]([N+:3]1[CH:7]=[CH:6][N:5]([CH2:25][CH2:24][CH2:23][CH2:22][CH2:21][CH2:20][CH2:19][CH2:18][CH2:17][CH2:16][CH2:15][CH2:14][CH2:13][CH2:12][CH2:11][CH2:10][CH2:9][CH3:8])[CH:4]=1)=[CH2:2] |f:4.5|. Reported procedure: (From Yuan & Antonietti, DOI: 10.1021/ma102858b.) A solution/suspension comprising 0.1 mol of 1-vinylimidazole, 0.1 mol of n-octadecyl bromide and 30 mL of methanol were loaded into a 100 mL reactor. The mixture was stirred at 60° C. for 15 h. After cooling the reaction mixture was added dropwise into 1 L of diethyl ether. The white precipitate was filtered off and dried at room temperature to yield a powder. Starting materials: BrB(Br)Br, COc1cccc(-c2ccccc2C(=O)O)c1, ClCCl. Product: O=C(O)c1ccccc1-c1cccc(O)c1. Reaction SMILES: [B:18]([Br:19])([Br:20])[Br:21].[CH3:1][O:2][c:3]1[cH:4][c:5](-[c:9]2[c:10]([C:11](=[O:12])[OH:13])[cH:14][cH:15][cH:16][cH:17]2)[cH:6][cH:7][cH:8]1.[Cl:22][CH2:23][Cl:24]>>[OH:2][c:3]1[cH:4][c:5](-[c:9]2[c:10]([C:11](=[O:12])[OH:13])[cH:14][cH:15][cH:16][cH:17]2)[cH:6][cH:7][cH:8]1. Starting materials: [N+](=O)([O-])C=1C=C(C(=NC1)C(=O)OCC)C(=O)OCC (diethyl 5-nitropyridine-2,3-dicarboxylate), P(=O)(Cl)(Cl)Cl (phosphoryl chloride). Conditions: temperature 60 celsius. The product is ClC1=C(C=C(C(=N1)C(=O)OCC)C(=O)OCC)[N+](=O)[O-] (Diethyl 6-chloro-5-nitropyridine-2,3-dicarboxylate). As a reaction SMILES: [N+:1]([C:4]1[CH:5]=[C:6]([C:15]([O:17][CH2:18][CH3:19])=[O:16])[C:7]([C:10]([O:12][CH2:13][CH3:14])=[O:11])=[N:8][CH:9]=1)([O-:3])=[O:2].P(Cl)(Cl)([Cl:22])=O>>[Cl:22][C:9]1[N:8]=[C:7]([C:10]([O:12][CH2:13][CH3:14])=[O:11])[C:6]([C:15]([O:17][CH2:18][CH3:19])=[O:16])=[CH:5][C:4]=1[N+:1]([O-:3])=[O:2]. Procedure: 100 g (0.352 mol) of diethyl 5-nitropyridine-2,3-dicarboxylate were added to 500 ml of phosphoryl chloride in the course of 15 minutes with stirring at 60° C., heated to reflux and stirred for 11/2 hours. After cooling, the reaction mixture was concentrated under reduced pressure and the residue dissolved again in methylene chloride. After stirring with ice-water, the aqueous phase was washed again with methylene chloride and the organic extracts were then washed in succession with water, satura... The reactants are CN1N=CC(=C1CC(=O)OC)[N+](=O)[O-] (methyl 2-(2-methyl-4-nitro-pyrazol-3-yl)acetate), [H-].[Na+] (sodium hydride), C(C=C)Br (allyl bromide). The solvent is CN(C)C=O (DMF). Reaction conditions: temperature 0 celsius, time 15 minute. The product is CN1N=CC(=C1C(C(=O)OC)CC=C)[N+](=O)[O-] (methyl 2-(2-methyl-4-nitro-pyrazol-3-yl)pent-4-enoate). Isolated yield 68.4%. As a reaction SMILES: [CH3:1][N:2]1[C:6]([CH2:7][C:8]([O:10][CH3:11])=[O:9])=[C:5]([N+:12]([O-:14])=[O:13])[CH:4]=[N:3]1.[H-].[Na+].[CH2:17](Br)[CH:18]=[CH2:19]>CN(C=O)C>[CH3:1][N:2]1[C:6]([CH:7]([CH2:19][CH:18]=[CH2:17])[C:8]([O:10][CH3:11])=[O:9])=[C:5]([N+:12]([O-:14])=[O:13])[CH:4]=[N:3]1 |f:1.2|. Reported procedure: To a solution of methyl 2-(2-methyl-4-nitro-pyrazol-3-yl)acetate (869 mg, 4.36 mmol) in anhydrous DMF (10 mL) was added at 0° C. sodium hydride (218 mg, 5.45 mmol, 60 mass %), the mixture became dark red right away. After stirring at 0° C. for 15 min, allyl bromide (0.57 mL, 6.54 mmol) was added slowly, stirred at 0° C. for 10 min then room temp for 1 h. The reaction was quenched with water (20 mL) and extracted with EA (200 mL, 50 mL). Combined organic layer was washed with water (15×3 mL), bri... The reactants are [Cl-].N[N+]1=C(N(C=C1)N=C(C1=CC=C(C=C1)[N+](=O)[O-])C)CC (1-amino-2-ethyl-3-[(α-methyl-p-nitrobenzylidene)amino]-imidazolium chloride), CN(C1=CC=C(C=O)C=C1)C (p-dimethylaminobenzaldehyde). Run in C(C)(=O)O (acetic acid). Yields the product [Cl-].CN(C1=CC=C(C=NN2C(=[N+](C=C2)N=C(C2=CC=C(C=C2)[N+](=O)[O-])C)CC)C=C1)C (3-[[p-(dimethylamino)-benzylidene]amino]-2-ethyl-1-[(α-methyl-p-nitrobenzylidene)amino]-imidazolium chloride). Reaction SMILES: [Cl-:1].[NH2:2][N+:3]1[CH:7]=[CH:6][N:5]([N:8]=[C:9]([CH3:19])[C:10]2[CH:15]=[CH:14][C:13]([N+:16]([O-:18])=[O:17])=[CH:12][CH:11]=2)[C:4]=1[CH2:20][CH3:21].[CH3:22][N:23]([CH3:32])[C:24]1[CH:31]=[CH:30][C:27]([CH:28]=O)=[CH:26][CH:25]=1>C(O)(=O)C>[Cl-:1].[CH3:22][N:23]([CH3:32])[C:24]1[CH:31]=[CH:30][C:27]([CH:28]=[N:2][N:3]2[CH:7]=[CH:6][N+:5]([N:8]=[C:9]([CH3:19])[C:10]3[CH:11]=[CH:12][C:13]([N+:16]([O-:18])=[O:17])=[CH:14][CH:15]=3)=[C:4]2[CH2:20][CH3:21])=[CH:26][CH:25]=1 |f:0.1,4.5|. Procedure details: A solution of 1.15 g (3.7 mmol) of 1-amino-2-ethyl-3-[(α-methyl-p-nitrobenzylidene)amino]-imidazolium chloride and 0.55 g (3.7 mmol) of p-dimethylaminobenzaldehyde in 25 ml of glacial acetic acid is stirred for 18 hours. The product is crystallized out by the addition of ether. The product is recrystallized from ethanol/ether. There is obtained 3-[[p-(dimethylamino)-benzylidene]amino]-2-ethyl-1-[(α-methyl-p-nitrobenzylidene)amino]-imidazolium chloride of melting point 233°. Reactants: C1(CCCCC1)N=C=NC1CCCCC1 (N,N′-Dicyclohexylcarbodiimide), C(CCCCCCC)(=O)O (octanoic acid), CC1(OC(=O)CC(=O)O1)C (Meldrum's acid). Reagents/catalysts: CN(C1=CC=NC=C1)C (4-dimethylaminopyridine). The solvent is ClCCl (dichloromethane). Reaction conditions: time 1 hour. Product: CC1(OC(C(C(O1)=O)C(CCCCCCC)=O)=O)C (2,2-dimethyl-5-octanoyl-1,3-dioxane-4,6-dione). Isolated yield 95.0%. Reaction SMILES: C1(N=C=NC2CCCCC2)CCCCC1.[C:16](O)(=[O:24])[CH2:17][CH2:18][CH2:19][CH2:20][CH2:21][CH2:22][CH3:23].[CH3:26][C:27]1([CH3:35])[O:34][C:32](=[O:33])[CH2:31][C:29](=[O:30])[O:28]1>CN(C)C1C=CN=CC=1.ClCCl>[CH3:26][C:27]1([CH3:35])[O:34][C:32](=[O:33])[CH:31]([C:16](=[O:24])[CH2:17][CH2:18][CH2:19][CH2:20][CH2:21][CH2:22][CH3:23])[C:29](=[O:30])[O:28]1. Procedure: N,N′-Dicyclohexylcarbodiimide (11 mmol) was added to a stirred solution of octanoic acid (10 mmol) and 4-dimethylaminopyridine (12 mmol) in dry dichloromethane (40 ml). The mixture was stirred at room temperature for 1 hour and Meldrum's acid (10 mmol) was added. The stirring was continued at room temperature overnight. The solvent was removed in vacuum and the residue redissolved in ethyl acetate and filtered. The filtrate was washed with 2 M HCl solution and dried over MgSO4. The solvent was r...